This data is from the Open Reaction Database (ORD), a public repository of structured organic reaction records. The task is: describe an organic reaction: reactants, conditions, products, and yield Starting materials: CCCCCC, ClCCl, Cl, O=N[O-], N#Cc1cc(N)ncc1-c1ccc(Cl)cc1Cl, [Na+]. Product: N#Cc1cc(Cl)ncc1-c1ccc(Cl)cc1Cl. RXN SMILES: [CH3:22][CH2:23][CH2:24][CH2:25][CH2:26][CH3:27].[Cl:28][CH2:29][Cl:30].[ClH:31].[N:18]([O-:19])=[O:20].[NH2:1][c:2]1[cH:3][c:4]([C:5]#[N:6])[c:7](-[c:10]2[c:11]([Cl:17])[cH:12][c:13]([Cl:16])[cH:14][cH:15]2)[cH:8][n:9]1.[Na+:21]>>[c:2]1([Cl:28])[cH:3][c:4]([C:5]#[N:6])[c:7](-[c:10]2[c:11]([Cl:17])[cH:12][c:13]([Cl:16])[cH:14][cH:15]2)[cH:8][n:9]1. Reactants: O=C([O-])[O-], O=C(CCc1c(Br)cc(Br)nc1-c1ccccc1Cl)Nc1ccccc1Cl, [Cu]I, [K+], [K+], CN(C)C=O. The product is O=C1CCc2c(cc(Br)nc2-c2ccccc2Cl)N1c1ccccc1Cl. Reaction SMILES: [C:28](=[O:29])([O-:30])[O-:31].[Cl:1][c:2]1[c:3]([NH:8][C:9]([CH2:10][CH2:11][c:12]2[c:13](-[c:20]3[c:21]([Cl:26])[cH:22][cH:23][cH:24][cH:25]3)[n:14][c:15]([Br:19])[cH:16][c:17]2[Br:18])=[O:27])[cH:4][cH:5][cH:6][cH:7]1.[Cu:39][I:40].[K+:32].[K+:33].[O:34]=[CH:35][N:36]([CH3:37])[CH3:38]>>[Cl:1][c:2]1[c:3]([N:8]2[C:9](=[O:27])[CH2:10][CH2:11][c:12]3[c:13](-[c:20]4[c:21]([Cl:26])[cH:22][cH:23][cH:24][cH:25]4)[n:14][c:15]([Br:19])[cH:16][c:17]32)[cH:4][cH:5][cH:6][cH:7]1. The reactants are CCCOC(C)Oc1ccc2cc(OB([O-])[O-])oc2c1, CN(Cc1ccc(NC(=O)C2=Cc3cc(Br)ccc3S(=O)(=O)CC2)cc1)C1CCOCC1, O=C([O-])[O-], CCO, Cc1ccccc1, [K+], [K+], O. Yields the product CCCOC(C)Oc1ccc2cc(-c3ccc4c(c3)C=C(C(=O)Nc3ccc(CN(C)C5CCOCC5)cc3)CCS4(=O)=O)oc2c1. RXN SMILES: [B:4]([O-:5])([O-:22])[O:23][c:6]1[o:7][c:8]2[c:9]([cH:10]1)[cH:11][cH:12][c:13]([O:15][CH:16]([CH3:17])[O:18][CH2:19][CH2:20][CH3:21])[cH:14]2.[Br:24][c:25]1[cH:26][cH:27][c:28]2[c:29]([cH:55]1)[CH:30]=[C:31]([C:37](=[O:38])[NH:39][c:40]1[cH:41][cH:42][c:43]([CH2:46][N:47]([CH:48]3[CH2:49][CH2:50][O:51][CH2:52][CH2:53]3)[CH3:54])[cH:44][cH:45]1)[CH2:32][CH2:33][S:34]2(=[O:35])=[O:36].[C:56](=[O:57])([O-:58])[O-:59].[CH3:1][CH2:2][OH:3].[CH3:62][c:63]1[cH:64][cH:65][cH:66][cH:67][cH:68]1.[K+:60].[K+:61].[OH2:69]>>[c:6]1(-[c:25]2[cH:26][cH:27][c:28]3[c:29]([cH:55]2)[CH:30]=[C:31]([C:37](=[O:38])[NH:39][c:40]2[cH:41][cH:42][c:43]([CH2:46][N:47]([CH:48]4[CH2:49][CH2:50][O:51][CH2:52][CH2:53]4)[CH3:54])[cH:44][cH:45]2)[CH2:32][CH2:33][S:34]3(=[O:35])=[O:36])[o:7][c:8]2[c:9]([cH:10]1)[cH:11][cH:12][c:13]([O:15][CH:16]([CH3:17])[O:18][CH2:19][CH2:20][CH3:21])[cH:14]2.